This data is from the Open Reaction Database (ORD), a public repository of structured organic reaction records. The task is: describe an organic reaction: reactants, conditions, products, and yield Conditions: time 30 minute. Yields the product C(C1=CC=CC=C1)N1CC2(CC2)OC2=C1C=C(C=C2)C(O)C2=C(C=CC(=C2)Br)Cl ((4-benzylspiro[3H-1,4-benzoxazine-2,1′-cyclopropane]-6-yl)-(5-bromo-2-chloro-phenyl)methanol). Starting materials: C(C1=CC=CC=C1)N1CC2(CC2)OC2=C1C=C(C=C2)Br (4-benzyl-6-bromo-spiro[3H-1,4-benzoxazine-2,1′-cyclopropane]), solution, [Li]CCCC (n-BuLi), hexanes, BrC=1C=CC(=C(C=O)C1)Cl (5-bromo-2-chlorobenzaldehyde). The solvent is C1CCOC1 (THF), C1CCOC1 (THF). Procedure: To a stirred solution of 4-benzyl-6-bromo-spiro[3H-1,4-benzoxazine-2,1′-cyclopropane] (1.12 g, 3.4 mmol) in THF (10 mL) was added 1.6 M solution of n-BuLi in hexanes (2.12 mL, 3.4 mmol) at −78° C. The reaction mixture was stirred for 30 min, and then transferred to a stirred solution of 5-bromo-2-chlorobenzaldehyde (745 mg, 3.4 mmol) in THF (10 mL) at −78° C. After stirring for 1 h, the reaction was quenched by the addition of saturated ammonium chloride solution and extracted with ethyl acetate... As a reaction SMILES: [CH2:1]([N:8]1[C:15]2[CH:16]=[C:17](Br)[CH:18]=[CH:19][C:14]=2[O:13][C:10]2([CH2:12][CH2:11]2)[CH2:9]1)[C:2]1[CH:7]=[CH:6][CH:5]=[CH:4][CH:3]=1.[Li]CCCC.[Br:26][C:27]1[CH:28]=[CH:29][C:30]([Cl:35])=[C:31]([CH:34]=1)[CH:32]=[O:33]>C1COCC1>[CH2:1]([N:8]1[C:15]2[CH:16]=[C:17]([CH:32]([C:31]3[CH:34]=[C:27]([Br:26])[CH:28]=[CH:29][C:30]=3[Cl:35])[OH:33])[CH:18]=[CH:19][C:14]=2[O:13][C:10]2([CH2:12][CH2:11]2)[CH2:9]1)[C:2]1[CH:3]=[CH:4][CH:5]=[CH:6][CH:7]=1. The yield is 49.4%. The reactants are CCNCC, Cc1[nH]c2ccc(CCOS(C)(=O)=O)cc2c1C(=O)OC(C)c1ccc(F)cc1, C1COCCO1. Yields the product CCN(CC)CCc1ccc2[nH]c(C)c(C(=O)OC(C)c3ccc(F)cc3)c2c1. Reaction SMILES: [CH2:30]([CH3:31])[NH:32][CH2:33][CH3:34].[F:1][c:2]1[cH:3][cH:4][c:5]([CH:8]([CH3:9])[O:10][C:11](=[O:12])[c:13]2[c:14]([CH3:29])[nH:15][c:16]3[cH:17][cH:18][c:19]([CH2:22][CH2:23][O:24][S:25]([CH3:26])(=[O:27])=[O:28])[cH:20][c:21]23)[cH:6][cH:7]1.[O:35]1[CH2:36][CH2:37][O:38][CH2:39][CH2:40]1>>[F:1][c:2]1[cH:3][cH:4][c:5]([CH:8]([CH3:9])[O:10][C:11](=[O:12])[c:13]2[c:14]([CH3:29])[nH:15][c:16]3[cH:17][cH:18][c:19]([CH2:22][CH2:23][N:32]([CH2:30][CH3:31])[CH2:33][CH3:34])[cH:20][c:21]23)[cH:6][cH:7]1. Reactants: CC#N, Cc1c(O)cccc1O, O=C1CCC(=O)N1Cl. Product: Cc1c(O)ccc(Cl)c1O. As a reaction SMILES: [CH3:18][C:19]#[N:20].[CH3:1][c:2]1[c:3]([OH:4])[cH:5][cH:6][cH:7][c:8]1[OH:9].[Cl:10][N:11]1[C:12](=[O:13])[CH2:14][CH2:15][C:16]1=[O:17]>>[CH3:1][c:2]1[c:3]([OH:4])[cH:5][cH:6][c:7]([Cl:10])[c:8]1[OH:9]. The reactants are CC#N, COc1ccc(B(O)O)cc1, O=[N+]([O-])c1ccc(Cl)cc1, [Cs+], [F-], O, c1ccc(P(c2ccccc2)(c2ccccc2)[Pd](P(c2ccccc2)(c2ccccc2)c2ccccc2)(P(c2ccccc2)(c2ccccc2)c2ccccc2)P(c2ccccc2)(c2ccccc2)c2ccccc2)cc1. Product: COc1ccc(-c2ccc([N+](=O)[O-])cc2)cc1. Reaction SMILES: [C:25](#[N:26])[CH3:27].[CH3:1][O:2][c:3]1[cH:4][cH:5][c:6]([B:9]([OH:10])[OH:11])[cH:7][cH:8]1.[Cl:12][c:13]1[cH:14][cH:15][c:16]([N+:19](=[O:20])[O-:21])[cH:17][cH:18]1.[Cs+:23].[F-:22].[OH2:24].[cH:28]1[cH:29][cH:30][c:31]([P:32]([Pd:33]([P:34]([c:35]2[cH:36][cH:37][cH:38][cH:39][cH:40]2)([c:41]2[cH:42][cH:43][cH:44][cH:45][cH:46]2)[c:47]2[cH:48][cH:49][cH:50][cH:51][cH:52]2)([P:53]([c:54]2[cH:55][cH:56][cH:57][cH:58][cH:59]2)([c:60]2[cH:61][cH:62][cH:63][cH:64][cH:65]2)[c:66]2[cH:67][cH:68][cH:69][cH:70][cH:71]2)[P:72]([c:73]2[cH:74][cH:75][cH:76][cH:77][cH:78]2)([c:79]2[cH:80][cH:81][cH:82][cH:83][cH:84]2)[c:85]2[cH:86][cH:87][cH:88][cH:89][cH:90]2)([c:91]2[cH:92][cH:93][cH:94][cH:95][cH:96]2)[c:97]2[cH:98][cH:99][cH:100][cH:101][cH:102]2)[cH:103][cH:104]1>>[CH3:1][O:2][c:3]1[cH:4][cH:5][c:6](-[c:13]2[cH:14][cH:15][c:16]([N+:19](=[O:20])[O-:21])[cH:17][cH:18]2)[cH:7][cH:8]1. Reported procedure: (+/−)-(3RS,4SR)-N-Benzyloxy-N-[4-butyl-1-(4-hydroxybenzyl)-2-oxopyrrolidin-3-ylmethyl]formamide (0.13 g, 0.32 mmol) was dissolved in methanol (5 mL) and stirred under a hydrogen balloon in the presence of palladium on activated carbon (30 mg) for 4 h. The reaction mixture was filtered, concentrated and the residue was purified by HPLC to afford the title compound as a white solid (0.071 g, 70%). MS(ES) m/e 321 [M+H]+. Yield: 69.3%. The reagents and catalysts are [Pd] (palladium on activated carbon). The reactants are C(C1=CC=CC=C1)ON(C=O)CC1C(N(CC1CCCC)CC1=CC=C(C=C1)O)=O ((+/−)-(3RS,4SR)-N-Benzyloxy-N-[4-butyl-1-(4-hydroxybenzyl)-2-oxopyrrolidin-3-ylmethyl]formamide). RXN SMILES: C([O:8][N:9]([CH2:12][CH:13]1[CH:17]([CH2:18][CH2:19][CH2:20][CH3:21])[CH2:16][N:15]([CH2:22][C:23]2[CH:28]=[CH:27][C:26]([OH:29])=[CH:25][CH:24]=2)[C:14]1=[O:30])[CH:10]=[O:11])C1C=CC=CC=1>CO.[Pd]>[CH2:18]([CH:17]1[CH2:16][N:15]([CH2:22][C:23]2[CH:28]=[CH:27][C:26]([OH:29])=[CH:25][CH:24]=2)[C:14](=[O:30])[CH:13]1[CH2:12][N:9]([OH:8])[CH:10]=[O:11])[CH2:19][CH2:20][CH3:21]. The product is C(CCC)C1C(C(N(C1)CC1=CC=C(C=C1)O)=O)CN(C=O)O ((+/−)-(3RS,4SR)-N-[4-Butyl-1-(4-hydroxybenzyl)-2-oxopyrrolidin-3-yl-methyl]-N-hydroxyformamide). Solvent: CO (methanol). Reactants: [Br-].[Li+] (lithium bromide), 2-L, S(C)(=O)(=O)[O-] (mesylate), [Si](C)(C)(C(C)(C)C)C#CCO (3-(tert-butyldimethylsilyl)-2-propyn-1-ol), C(C)[Mg]Cl (ethylmagnesium chloride), cuprate. As a reaction SMILES: [Br-].[Li+].[CH2:3]([Mg]Cl)[CH3:4].S([O-])(=O)(=O)C.[Si:12]([C:19]#[C:20][CH2:21]O)([C:15]([CH3:18])([CH3:17])[CH3:16])([CH3:14])[CH3:13]>[Cu]Br>[C:15]([Si:12]([CH3:14])([CH3:13])[C:19]([CH2:3][CH3:4])=[C:20]=[CH2:21])([CH3:18])([CH3:17])[CH3:16] |f:0.1|. Yields the product C(C)(C)(C)[Si](C(=C=C)CC)(C)C (1-(tertiary-Butyldimethylsilyl)-1-ethylallene). The reagents and catalysts are [Cu]Br (copper(I) bromide). Run at temperature 0 celsius, time 20 minute. Procedure details: A 2-L, three-necked, round-bottomed flask equipped with a nitrogen inlet adapter and two glass stoppers is charged with copper(I) bromide (40.0 g, 279 mmol) and lithium bromide (24.2 g, 279 mmol). The reaction vessel is evacuated, and the contents are heated briefly several times over the course of 30 minutes. The vacuum is then replaced by nitrogen and the apparatus is rapidly equipped with a mechanical stirrer and two rubber septa. Tetrahydrofuran (350 mL) is added, and the resulting green sol... Reactants: COCOc1ccccc1N1CC(C)(C)NCC1=O, Cc1ccccc1, CC(C)C1CC(C2CN2S(=O)(=O)c2ccccc2[N+](=O)[O-])OC1=O. Yields the product COCOc1ccccc1N1CC(C)(C)N(CC(NS(=O)(=O)c2ccccc2[N+](=O)[O-])C2CC(C(C)C)C(=O)O2)CC1=O. RXN SMILES: [CH3:25][O:26][CH2:27][O:28][c:29]1[c:30]([N:35]2[C:36](=[O:43])[CH2:37][NH:38][C:39]([CH3:41])([CH3:42])[CH2:40]2)[cH:31][cH:32][cH:33][cH:34]1.[CH3:44][c:45]1[cH:46][cH:47][cH:48][cH:49][cH:50]1.[CH:1]([CH3:2])([CH3:3])[CH:4]1[C:5](=[O:24])[O:6][CH:7]([CH:9]2[N:10]([S:12](=[O:13])(=[O:14])[c:15]3[c:16]([N+:21](=[O:22])[O-:23])[cH:17][cH:18][cH:19][cH:20]3)[CH2:11]2)[CH2:8]1>>[CH:1]([CH3:2])([CH3:3])[CH:4]1[C:5](=[O:24])[O:6][CH:7]([CH:9]([NH:10][S:12](=[O:13])(=[O:14])[c:15]2[c:16]([N+:21](=[O:22])[O-:23])[cH:17][cH:18][cH:19][cH:20]2)[CH2:11][N:38]2[CH2:37][C:36](=[O:43])[N:35]([c:30]3[c:29]([O:28][CH2:27][O:26][CH3:25])[cH:34][cH:33][cH:32][cH:31]3)[CH2:40][C:39]2([CH3:41])[CH3:42])[CH2:8]1.